From a dataset of the Open Reaction Database (ORD), a public repository of structured organic reaction records. describe an organic reaction: reactants, conditions, products, and yield Starting materials: Cl.C(C)N=C=NCCCN(C)C (1-ethyl-3-(3-dimethylaminopropyl)carbodiimide hydrochloride), ON1N=NC2=C1C=CC=C2 (1-hydroxybenzotriazole), N1CCOCC1 (morpholine), C(CCCCC)C1=C(C=C(C(=O)O)C=C1)[N+](=O)[O-] (4-hexyl-3-nitrobenzoic acid). The solvent is C(Cl)(Cl)Cl (chloroform), C(Cl)(Cl)Cl (chloroform). Conditions: time 7 hour. The product is C(CCCCC)C1=C(C=C(C(=O)N2CCOCC2)C=C1)[N+](=O)[O-] (4-hexyl-3-nitrobenzoic acid morpholide). Yield: 87.7%. RXN SMILES: [CH2:1]([C:7]1[CH:15]=[CH:14][C:10]([C:11]([OH:13])=O)=[CH:9][C:8]=1[N+:16]([O-:18])=[O:17])[CH2:2][CH2:3][CH2:4][CH2:5][CH3:6].Cl.C(N=C=NCCCN(C)C)C.ON1C2C=CC=CC=2N=N1.[NH:41]1[CH2:46][CH2:45][O:44][CH2:43][CH2:42]1>C(Cl)(Cl)Cl>[CH2:1]([C:7]1[CH:15]=[CH:14][C:10]([C:11]([N:41]2[CH2:46][CH2:45][O:44][CH2:43][CH2:42]2)=[O:13])=[CH:9][C:8]=1[N+:16]([O-:18])=[O:17])[CH2:2][CH2:3][CH2:4][CH2:5][CH3:6] |f:1.2|. Procedure details: The compound ([5]-(53)-75) (7.60 g) prepared in Example 61 was dissolved in anhydrous chloroform (152 ml). Then, 1-ethyl-3-(3-dimethylaminopropyl)carbodiimide hydrochloride (6.37 g), 1-hydroxybenzotriazole (4.48 g), and morpholine (6.31 g) were added to the solution. The reaction mixture was stirred at room temperature for 7 hours. After the reaction was completed, chloroform was added. The solution was washed with 0.5N HCl aqueous solution, 0.5N NaOH aqueous solution, and distilled water. After... Yields the product CC1(OC2=C(C(N1)=O)C=C(C=C2)OCC(C)=O)C (2,3-dihydro-2,2-dimethyl-6-(2-oxopropoxy)-4H-1,3-benzoxazin-4-one). RXN SMILES: [CH3:1][C:2]1([CH3:14])[NH:7][C:6](=[O:8])[C:5]2[CH:9]=[C:10]([OH:13])[CH:11]=[CH:12][C:4]=2[O:3]1.C(=O)([O-])[O-].[K+].[K+].Cl[CH2:22][C:23](=[O:25])[CH3:24]>C(#N)C>[CH3:1][C:2]1([CH3:14])[NH:7][C:6](=[O:8])[C:5]2[CH:9]=[C:10]([O:13][CH2:22][C:23](=[O:25])[CH3:24])[CH:11]=[CH:12][C:4]=2[O:3]1 |f:1.2.3|. Run in C(C)#N (acetonitrile). Reported procedure: 70 g of 2,3-dihydro-2,2-dimethyl-6-hydroxy-4H-1,3-benzoxazin-4-one are refluxed for 30 hours, whilst stirring, in 400 ml of acetonitrile with 100 g of potassium carbonate and 32 ml of chloroacetone. After the addition of a further 3.2 ml of chloroacetone, the reaction mixture is heated for a further 15 to 20 hours. The still warm reaction mixture is filtered, the residue thoroughly washed with acetone and the combined filtrate is concentrated by evaporation. The crystalline residue is recrystall... Reactants: CC1(OC2=C(C(N1)=O)C=C(C=C2)O)C (2,3-dihydro-2,2-dimethyl-6-hydroxy-4H-1,3-benzoxazin-4-one), ClCC(C)=O (chloroacetone), C([O-])([O-])=O.[K+].[K+] (potassium carbonate), ClCC(C)=O (chloroacetone). Starting materials: [OH-].[Na+] (sodium hydroxide), Br.C(#N)C1=CC(=NC=C1)C=1N=C(SC1)N=C(N)N (4-(4-cyanopyridin-2-yl)-2-(diaminomethyleneamino)thiazole hydrobromide). The solvent is CO (methanol), O1CCCC1 (tetrahydrofuran). Run at time 1 day. Yields the product C(N)(=O)C1=CC(=NC=C1)C=1N=C(SC1)N=C(N)N (4-(4-carbamoylpyridin-2-yl)-2-(diaminomethyleneamino)thiazole). RXN SMILES: [OH-:1].[Na+].Br.[C:4]([C:6]1[CH:11]=[CH:10][N:9]=[C:8]([C:12]2[N:13]=[C:14]([N:17]=[C:18]([NH2:20])[NH2:19])[S:15][CH:16]=2)[CH:7]=1)#[N:5]>CO.O1CCCC1>[C:4]([C:6]1[CH:11]=[CH:10][N:9]=[C:8]([C:12]2[N:13]=[C:14]([N:17]=[C:18]([NH2:20])[NH2:19])[S:15][CH:16]=2)[CH:7]=1)(=[O:1])[NH2:5] |f:0.1,2.3|. Procedure details: 1N-Aqueous sodium hydroxide (10 ml) was added to a suspension of 4-(4-cyanopyridin-2-yl)-2-(diaminomethyleneamino)thiazole hydrobromide (1.00 g) in a mixture of methanol (10 ml) and tetrahydrofuran (10 ml). After the mixture was stirred for one day at ambient temperature, the solvent was evaporated in vacuo and the residue was mixed with water (10 ml). The resulting precipitate was collected by filtration, washed with water and recrystallized from a mixture of N,N-dimethylformamide and water to ... Starting materials: OC(CCl)c1c(F)c(F)c(F)c(F)c1F, CC(C)(C#N)N=NC(C)(C)C#N. Yields the product CC(O)c1c(F)c(F)c(F)c(F)c1F. RXN SMILES: [Cl:1][CH2:2][CH:3]([OH:4])[c:5]1[c:6]([F:15])[c:7]([F:14])[c:8]([F:13])[c:9]([F:12])[c:10]1[F:11].[N:16]#[C:17][C:18]([N:19]=[N:20][C:21]([C:22]#[N:23])([CH3:24])[CH3:25])([CH3:26])[CH3:27]>>[CH3:2][CH:3]([OH:4])[c:5]1[c:6]([F:15])[c:7]([F:14])[c:8]([F:13])[c:9]([F:12])[c:10]1[F:11]. Reactants: ClCP(O)(=O)CCl (bis(chloromethyl)phosphinic acid), C(C1=CC=CC=C1)N (benzylamine). Conditions: temperature 115 celsius. The product is Cl.C(C1=CC=CC=C1)NCP(O)(=O)CNCC1=CC=CC=C1 (Bis(benzylaminomethyl)phosphinic acid hydrochloride). RXN SMILES: [Cl:1][CH2:2][P:3]([CH2:6]Cl)(=[O:5])[OH:4].[CH2:8]([NH2:15])[C:9]1[CH:14]=[CH:13][CH:12]=[CH:11][CH:10]=1>>[ClH:1].[CH2:8]([NH:15][CH2:2][P:3]([CH2:6][NH:15][CH2:8][C:9]1[CH:14]=[CH:13][CH:12]=[CH:11][CH:10]=1)(=[O:5])[OH:4])[C:9]1[CH:14]=[CH:13][CH:12]=[CH:11][CH:10]=1 |f:2.3|. Procedure: 12 g (74 mmol) of bis(chloromethyl)phosphinic acid are added slowly to 80 g of benzylamine at room temperature while stirring, during which the temperature increases slightly. The mixture is then heated at 115° C. for 24 h. Excess benzylamine is removed by distillation in vacuo, and the white residue is dissolved in 150 ml of distilled water, filtered and mixed with 30 mi of concentrated HCl and stirred at room temperature for 1 h. The white precipitate is filtered off with suction, washed with ... Reactants: O=S(=O)(Cl)c1ccc(F)cc1, Cc1ccc(C2CCCN2)cc1. Yields the product Cc1ccc(C2CCCN2S(=O)(=O)c2ccc(F)cc2)cc1. Reaction SMILES: [F:13][c:14]1[cH:15][cH:16][c:17]([S:20](=[O:21])(=[O:22])[Cl:23])[cH:18][cH:19]1.[c:1]1([CH3:12])[cH:2][cH:3][c:4]([CH:7]2[NH:8][CH2:9][CH2:10][CH2:11]2)[cH:5][cH:6]1>>[c:1]1([CH3:12])[cH:2][cH:3][c:4]([CH:7]2[N:8]([S:20]([c:17]3[cH:16][cH:15][c:14]([F:13])[cH:19][cH:18]3)(=[O:21])=[O:22])[CH2:9][CH2:10][CH2:11]2)[cH:5][cH:6]1.